This data is from the Open Reaction Database (ORD), a public repository of structured organic reaction records. The task is: describe an organic reaction: reactants, conditions, products, and yield The reactants are COC(=O)C=Cc1cnccc1N=C=Nc1cc(C(F)(F)F)ccc1OC, Fc1ccc(N2CCNCC2)cc1. Reaction SMILES: [CH3:1][O:2][c:3]1[c:4]([N:13]=[C:14]=[N:15][c:16]2[c:17]([CH:22]=[CH:23][C:24](=[O:25])[O:26][CH3:27])[cH:18][n:19][cH:20][cH:21]2)[cH:5][c:6]([C:9]([F:10])([F:11])[F:12])[cH:7][cH:8]1.[F:28][c:29]1[cH:30][cH:31][c:32]([N:35]2[CH2:36][CH2:37][NH:38][CH2:39][CH2:40]2)[cH:33][cH:34]1>>[CH3:1][O:2][c:3]1[c:4]([N:13]2[C:14]([N:38]3[CH2:37][CH2:36][N:35]([c:32]4[cH:31][cH:30][c:29]([F:28])[cH:34][cH:33]4)[CH2:40][CH2:39]3)=[N:15][c:16]3[c:17]([cH:18][n:19][cH:20][cH:21]3)[CH:22]2[CH2:23][C:24](=[O:25])[O:26][CH3:27])[cH:5][c:6]([C:9]([F:10])([F:11])[F:12])[cH:7][cH:8]1. Yields the product COC(=O)CC1c2cnccc2N=C(N2CCN(c3ccc(F)cc3)CC2)N1c1cc(C(F)(F)F)ccc1OC. The reactants are FC(C(=O)[O-])(F)F (trifluoroacetate), ClCCCl (1,2-dichloroethane), C(C)(C)(C)OC(=O)N1C(CCC1)C(NC(C(=O)N1C(CN(CC1)C(CC1=CC2=CC=CC=C2C=C1)C(NC)=O)COC)CC1=CC=C(C=C1)F)=O (2-{1-(4-fluorobenzyl)-2-[2-methoxymethyl-4-(1-methylcarbamoyl-2-naphthalen-2-yl-ethyl)-piperazin-1-yl]-2-oxo-ethylcarbamoyl)-pyrrolidine-1-carboxylic acid tert-butyl ester), O1CCOCC1 (dioxane). The solvent is Cl (hydrogen chloride). Run at time 1 hour. Product: FC1=CC=C(CC(C(=O)N2C(CN(CC2)C(CC2=CC3=CC=CC=C3C=C2)C(NC)=O)(OC)C)NC(=O)C2NCCC2)C=C1 (pyrrolidine-2-carboxylic acid {1-(4-fluorobenzyl)-2-[2-methoxy-methyl-4-(1-methylcarbamoyl-2-naphthalen-2-yl-ethyl)-piperazin-1-yl]-2-oxo-ethyl}-amide). Yield: 54.0%. Reaction SMILES: C(OC([N:8]1[CH2:12][CH2:11][CH2:10][CH:9]1[C:13](=[O:51])[NH:14][CH:15]([CH2:43][C:44]1[CH:49]=[CH:48][C:47]([F:50])=[CH:46][CH:45]=1)[C:16]([N:18]1C[CH2:22][N:21]([CH:24]([C:36](=[O:39])[NH:37][CH3:38])[CH2:25][C:26]2[CH:35]=[CH:34][C:33]3[C:28](=[CH:29][CH:30]=[CH:31][CH:32]=3)[CH:27]=2)[CH2:20][CH:19]1COC)=[O:17])=O)(C)(C)C.ClCCCl.FC(F)(F)C([O-])=O.O1[CH2:68][CH2:67][O:66][CH2:65]C1>Cl>[F:50][C:47]1[CH:48]=[CH:49][C:44]([CH2:43][CH:15]([NH:14][C:13]([CH:9]2[CH2:10][CH2:11][CH2:12][NH:8]2)=[O:51])[C:16]([N:18]2[CH2:19][CH2:20][N:21]([CH:24]([C:36](=[O:39])[NH:37][CH3:38])[CH2:25][C:26]3[CH:35]=[CH:34][C:33]4[C:28](=[CH:29][CH:30]=[CH:31][CH:32]=4)[CH:27]=3)[CH2:22][C:67]2([CH3:68])[O:66][CH3:65])=[O:17])=[CH:45][CH:46]=1. Procedure details: Crude 2-{1-(4-fluorobenzyl)-2-[2-methoxymethyl-4-(1-methylcarbamoyl-2-naphthalen-2-yl-ethyl)-piperazin-1-yl]-2-oxo-ethylcarbamoyl)-pyrrolidine-1-carboxylic acid tert-butyl ester, 67, is dissolved in 4M hydrogen chloride in dioxane (10 mL) and stirred at room temperature for 1 hour. 1,2-dichloroethane (10 mL) is added. Removal of solvents in vacuo gives the crude hydrogen chloride salt of product which is then purified by preparative HPLC to afford 0.22 g (54% yield) of the desired product as the...